From a dataset of the Open Reaction Database (ORD), a public repository of structured organic reaction records. describe an organic reaction: reactants, conditions, products, and yield Run in O (water), CO (methanol). As a reaction SMILES: [Cl:1][C:2]1[CH:8]=[C:7]([S:9]([F:12])(=[O:11])=[O:10])[C:6]([Cl:13])=[CH:5][C:3]=1[NH2:4].CC(OCC1C2C(=CC=CC=2)C(COC(C)=O)=C2C=1C=CC=C2)=O.C(O)(=O)CC.N(OS(=O)(=O)O)=O.[CH2:50]([N:52]([CH2:60][CH2:61][C:62]([O:64][CH2:65][CH2:66][CH2:67][C:68]#[N:69])=[O:63])[C:53]1[CH:58]=[CH:57][CH:56]=[C:55]([CH3:59])[CH:54]=1)[CH3:51].S(=O)(=O)(O)[NH2:71]>O.CO>[CH3:59][C:55]1[CH:54]=[C:53]([CH:58]=[CH:57][C:56]=1[N:71]=[N:4][C:3]1[CH:5]=[C:6]([Cl:13])[C:7]([S:9]([F:12])(=[O:11])=[O:10])=[CH:8][C:2]=1[Cl:1])[N:52]([CH2:50][CH3:51])[CH2:60][CH2:61][C:62]([O:64][CH2:65][CH2:66][CH2:67][C:68]#[N:69])=[O:63] |f:1.2|. Conditions: time 15 minute. The product is CC=1C=C(N(CCC(=O)OCCCC#N)CC)C=CC1N=NC1=C(C=C(C(=C1)Cl)S(=O)(=O)F)Cl (3-methyl-4-(2,5-dichloro-4-fluorosulphonylphenylazo)-N-ethyl-N-(2-(3-cyanopropoxycarbonyl)ethyl)aniline). The reactants are ClC1=C(N)C=C(C(=C1)S(=O)(=O)F)Cl (2,5-dichloro-4-fluorosulphonylaniline), CC(=O)OCC1=C2C=CC=CC2=C(C3=CC=CC=C31)COC(=O)C.C(CC)(=O)O (acetic propionic acid), N(=O)OS(O)(=O)=O (nitrosylsulphuric acid), diazo, C(C)N(C1=CC(=CC=C1)C)CCC(=O)OCCCC#N (N-ethyl-N-(2-(3-cyanopropoxycarbonyl)ethyl)-3-toluidine), S(N)(O)(=O)=O (sulphamic acid). Reported procedure: To a mixture of 2,5-dichloro-4-fluorosulphonylaniline (2 parts) and an acetic/propionic acid mixture (15 parts, 86/14 vol/vol), stirring at 0-5° C., was added dropwise nitrosylsulphuric acid solution (5 parts). The mixture was stirred at this temperature for a further 15 minutes. The diazo solution was added slowly to a mixture of N-ethyl-N-(2-(3-cyanopropoxycarbonyl)ethyl)-3-toluidine (2.6 parts), methanol (50 parts), water (20 parts) and sulphamic acid (0.5 part), stirring at 0-5° C. After sti... Reactants: BrC1=CC=C(CN2C(=C(C3=CC(=CC=C23)OC)CC(CC(=O)N)C)C)C=C1 (4-[1-(4-Bromobenzyl)-5-methoxy-2-methyl-1H-indol-3-yl]-3-methylbutanamide), COC=1C=CC(=CC1)P2(=S)SP(=S)(S2)C=3C=CC(=CC3)OC (Lawesson reagent). Run in O1CCOCC1 (1,4-dioxane). Product: BrC1=CC=C(CN2C(=C(C3=CC(=CC=C23)OC)CC(CC(N)=S)C)C)C=C1 (4-[1-(4-Bromobenzyl)-5-methoxy-2-methyl-1H-indol-3-yl]-3-methylbutanethioamide). RXN SMILES: [Br:1][C:2]1[CH:27]=[CH:26][C:5]([CH2:6][N:7]2[C:15]3[C:10](=[CH:11][C:12]([O:16][CH3:17])=[CH:13][CH:14]=3)[C:9]([CH2:18][CH:19]([CH3:24])[CH2:20][C:21]([NH2:23])=O)=[C:8]2[CH3:25])=[CH:4][CH:3]=1.COC1C=CC(P2(SP(C3C=CC(OC)=CC=3)(=S)S2)=[S:37])=CC=1>O1CCOCC1>[Br:1][C:2]1[CH:27]=[CH:26][C:5]([CH2:6][N:7]2[C:15]3[C:10](=[CH:11][C:12]([O:16][CH3:17])=[CH:13][CH:14]=3)[C:9]([CH2:18][CH:19]([CH3:24])[CH2:20][C:21](=[S:37])[NH2:23])=[C:8]2[CH3:25])=[CH:4][CH:3]=1. Procedure details: To the amide (530 mg, 1.30 mmol) of Example 90 in 1,4-dioxane (10.0 mL) was added the Lawesson reagent (310 mg, 0.767 mmol). After refluxing for 2 min, the solvent was evaporated in vacuo and the title product was purified by flash chromatography (30% EtOAc in hexane).